This data is from the Open Reaction Database (ORD), a public repository of structured organic reaction records. The task is: describe an organic reaction: reactants, conditions, products, and yield Reactants: [I-].C(C)(C)[P+](C1=CC=CC=C1)(C1=CC=CC=C1)C1=CC=CC=C1 (isopropyltriphenylphosphonium iodide), C(CCC)[Li] (n-butyllithium), CC(=CC(=O)OCC)COC1=C(C=C(C=C1)C=O)OC (ethyl 3-methyl-4-(4-formyl-2-methoxyphenoxy)-2-butenoate), CCOCC (ether). The solvent is O1CCCC1 (tetrahydrofuran), O1CCCC1 (THF), O (water). The product is CC(=CC(=O)OCC)COC1=C(C=C(C=C1)C=C(C)C)OC (ethyl 3-methyl-4-[2-methoxy-4-(2-methyl-1-propenyl)phenoxy]-2-butenoate). As a reaction SMILES: [I-].[CH:2]([P+](C1C=CC=CC=1)(C1C=CC=CC=1)C1C=CC=CC=1)([CH3:4])[CH3:3].C([Li])CCC.[CH3:29][C:30]([CH2:37][O:38][C:39]1[CH:44]=[CH:43][C:42]([CH:45]=O)=[CH:41][C:40]=1[O:47][CH3:48])=[CH:31][C:32]([O:34][CH2:35][CH3:36])=[O:33].CCOCC>O1CCCC1.O>[CH3:29][C:30]([CH2:37][O:38][C:39]1[CH:44]=[CH:43][C:42]([CH:45]=[C:2]([CH3:4])[CH3:3])=[CH:41][C:40]=1[O:47][CH3:48])=[CH:31][C:32]([O:34][CH2:35][CH3:36])=[O:33] |f:0.1|. Reported procedure: Vanillin (3.43 g, 22.5 mmol) in 10 ml of DMF is added portionwise, at 0°, to sodium hydride (21.5 g, 23.6 mmol) in ml of DMF. The mixture is stirred for 10 min. and then ethyl 4-bromo-3-methyl-2-butenoate (4.87 g, 23.5 mmol) in 3 ml of DMF is added. After 3 hours, the reaction mixture is poured into ether and 5% sodium hydroxide solution. The aqueous layer is extracted with ether, and the organic layers are combined and washed with 5% sodium hydroxide, with water and with brine and dried. Solven... Yield: 57.0%. Reported procedure: A solution of 2-chloro-1-methoxybicyclo[2.2.2]oct-5-ene-2-carbonitrile (14.0 g, 71 mmol) and Na2S.9H2O (34.0 g, 142 mmol) in ethanol (175 mL) was heated under reflux for 14 h. The solution was poured into H2O and extracted three times with ether. The combined extracts were washed with saturated aqueous NH4Cl solution, H2O, and brine. The organic layer was dried over Na2SO4, concentrated to the residue. The crude product was purified by column chromatography to afford 1-methoxybicyclo[2.2.2]oct-5... The reactants are ClC1(C2(C=CC(C1)CC2)OC)C#N (2-chloro-1-methoxybicyclo[2.2.2]oct-5-ene-2-carbonitrile), Na2S.9H2O, O (H2O). Solvent: C(C)O (ethanol). Yields the product COC12C(CC(C=C1)CC2)=O (1-methoxybicyclo[2.2.2]oct-5-en-2-one). As a reaction SMILES: Cl[C:2]1(C#N)[CH2:7][CH:6]2[CH2:8][CH2:9][C:3]1([O:10][CH3:11])[CH:4]=[CH:5]2.[OH2:14]>C(O)C>[CH3:11][O:10][C:3]12[CH2:9][CH2:8][CH:6]([CH:5]=[CH:4]1)[CH2:7][C:2]2=[O:14].